Dataset: the Open Reaction Database (ORD), a public repository of structured organic reaction records. Task: describe an organic reaction: reactants, conditions, products, and yield Starting materials: CC1(CC=2C=C(C=NC2NC1=O)/C=C/C(=O)OC(C)(C)C)C ((E)-tert-butyl 3-(6,6-dimethyl-7-oxo-5,6,7,8-tetrahydro-1,8-naphthyridin-3-yl)acrylate), C(=O)(C(F)(F)F)O (TFA), C(Cl)Cl (CH2Cl2). Procedure: A solution of (E)-tert-butyl 3-(6,6-dimethyl-7-oxo-5,6,7,8-tetrahydro-1,8-naphthyridin-3-yl)acrylate (165 mg, 0.55 mmol) in CH2Cl2 (10 mL) was treated with TFA (10 mL). After stirring at room temperature for 2 h, the solution was concentrated in vacuo. The resulting crude product was treated with anhydrous HCl in dioxane (4 mL, 4.0 M) and sonicated for 15 min. The off-white solid product was then isolated by filtration and dried under vacuum. Yield: 152 mg (quant); 1H NMR (300 MHz, DMSO-d6) δ 10... Yields the product Cl.CC1(CC=2C=C(C=NC2NC1=O)/C=C/C(=O)O)C ((E)-3-(6,6-dimethyl-7-oxo-5,6,7,8-tetrahydro-1,8-naphthyridin-3-yl)acrylic acid hydrochloride). Run at time 2 hour. RXN SMILES: [CH3:1][C:2]1([CH3:22])[C:11](=[O:12])[NH:10][C:9]2[N:8]=[CH:7][C:6](/[CH:13]=[CH:14]/[C:15]([O:17]C(C)(C)C)=[O:16])=[CH:5][C:4]=2[CH2:3]1.C(O)(C(F)(F)F)=O.C(Cl)[Cl:31]>>[ClH:31].[CH3:1][C:2]1([CH3:22])[C:11](=[O:12])[NH:10][C:9]2[N:8]=[CH:7][C:6](/[CH:13]=[CH:14]/[C:15]([OH:17])=[O:16])=[CH:5][C:4]=2[CH2:3]1 |f:3.4|. Starting materials: CC(C)C(c1ccc(O)cc1)N1CCOCC1, N#C[K], [Na+], [OH-], O. Yields the product CC(C)C(C#N)c1ccc(O)cc1. As a reaction SMILES: [CH3:1][CH:2]([CH:3]([N:4]1[CH2:5][CH2:6][O:7][CH2:8][CH2:9]1)[c:10]1[cH:11][cH:12][c:13]([OH:16])[cH:14][cH:15]1)[CH3:17].[K:18][C:19]#[N:20].[Na+:22].[OH-:21].[OH2:23]>>[CH3:1][CH:2]([CH:3]([c:10]1[cH:11][cH:12][c:13]([OH:16])[cH:14][cH:15]1)[C:19]#[N:20])[CH3:17]. Reactants: C(C)OC=1C=C(C=CC1OC)C1=NN(CCC1)C(=O)C1=C(N=C(S1)C1=CC=C(C=C1)NN=C(C#N)C1=NN=NN1)C (2-[(4-{5-[3-(3-ethoxy-4-methoxyphenyl)-5,6-dihydro-4H-pyridazine-1-carbonyl]4-methylthiazol-2-yl}phenyl)hydrazono]-2-(1H-tetrazol-5-yl)-acetonitrile), [K] (potassium). Yields the product C(C)OC=1C=C(C=CC1OC)C1=NN(CCC1)C(=O)C1=C(N=C(S1)C1=CC=C(C=C1)NN=C(C#N)C#N)C (2-[(4-{5-[3-(3-ethoxy-4-methoxyphenyl)-5,6-dihydro-4H-pyridazine-1-carbonyl]-4-methylthiazol-2-yl}phenyl)hydrazono]malononitrile). Reaction SMILES: [CH2:1]([O:3][C:4]1[CH:5]=[C:6]([C:12]2[CH2:17][CH2:16][CH2:15][N:14]([C:18]([C:20]3[S:24][C:23]([C:25]4[CH:30]=[CH:29][C:28]([NH:31][N:32]=[C:33]([C:36]5NN=N[N:37]=5)[C:34]#[N:35])=[CH:27][CH:26]=4)=[N:22][C:21]=3[CH3:41])=[O:19])[N:13]=2)[CH:7]=[CH:8][C:9]=1[O:10][CH3:11])[CH3:2].[K]>>[CH2:1]([O:3][C:4]1[CH:5]=[C:6]([C:12]2[CH2:17][CH2:16][CH2:15][N:14]([C:18]([C:20]3[S:24][C:23]([C:25]4[CH:26]=[CH:27][C:28]([NH:31][N:32]=[C:33]([C:34]#[N:35])[C:36]#[N:37])=[CH:29][CH:30]=4)=[N:22][C:21]=3[CH3:41])=[O:19])[N:13]=2)[CH:7]=[CH:8][C:9]=1[O:10][CH3:11])[CH3:2] |^1:41|. Reported procedure: 2-[(4-{5-[3-(3-ethoxy-4-methoxyphenyl)-5,6-dihydro-4H-pyridazine-1-carbonyl]4-methylthiazol-2-yl}phenyl)hydrazono]-2-(1H-tetrazol-5-yl)-acetonitrile, potassium salt Starting materials: Cl (HCl), C(C)OC(=O)C=1N=C(SC1)C1=C(C=C(C=C1)C)[N+](=O)[O-] (4-Methyl-2-nitro-phenyl-thiazole-4-carboxylic acid ethyl ester), EtOAc hexanes, [BH4-].[Na+] (Sodium borohydride). Solvent: CCO (EtOH). Reaction conditions: time 15 minute. The product is CC1=CC(=C(C=C1)C=1SC=C(N1)CO)[N+](=O)[O-] (2-(4-Methyl-2-nitro phenyl)thiazol-4-yl methanol). Reaction SMILES: C([O:3][C:4]([C:6]1[N:7]=[C:8]([C:11]2[CH:16]=[CH:15][C:14]([CH3:17])=[CH:13][C:12]=2[N+:18]([O-:20])=[O:19])[S:9][CH:10]=1)=O)C.[BH4-].[Na+].Cl>CCO>[CH3:17][C:14]1[CH:15]=[CH:16][C:11]([C:8]2[S:9][CH:10]=[C:6]([CH2:4][OH:3])[N:7]=2)=[C:12]([N+:18]([O-:20])=[O:19])[CH:13]=1 |f:1.2|. Reported procedure: 2-(4-Methyl-2-nitro-phenyl-thiazole-4-carboxylic acid ethyl ester (292 mg, 1 mmol) was dissolved in 5 mL of absolute EtOH at room temperature in an open flask. Sodium borohydride (1 mmol, 38 mg) was added portionwise over several hours and the reaction was monitored by TLC (EtOAc:hexanes 2:3). After completion of the reaction, 2N HCl was added carefully with stirring. After 15 min, the clear yellow solution was concentrated on the rotavap, and the crude mixture was partitioned between EtOAc (60 ... Yields the product C(CC)C1=NC(=NC(=C1)[Sn](C)(C)C)C#N (4-propyl-6-trimethylstannanyl-pyrimidine-2-carbonitrile). Isolated yield 75.9%. Reaction SMILES: [C-:1]#[N:2].[Na+].CS([C:8]1[N:13]=[C:12]([CH2:14][CH2:15][CH3:16])[CH:11]=[C:10]([Sn:17]([CH3:20])([CH3:19])[CH3:18])[N:9]=1)(=O)=O>CS(C)=O>[CH2:14]([C:12]1[CH:11]=[C:10]([Sn:17]([CH3:20])([CH3:19])[CH3:18])[N:9]=[C:8]([C:1]#[N:2])[N:13]=1)[CH2:15][CH3:16] |f:0.1|. Solvent: CS(=O)C (DMSO). The reactants are [C-]#N.[Na+] (Sodium cyanide), CS(=O)(=O)C1=NC(=CC(=N1)CCC)[Sn](C)(C)C (2-methanesulfonyl-4-propyl-6-trimethylstannanyl-pyrimidine). Reaction conditions: time 2 hour. Reported procedure: Sodium cyanide (0.63 g, 12.9 mmol) was added at room temperature to 2-methanesulfonyl-4-propyl-6-trimethylstannanyl-pyrimidine (2.34 g, 6.5 mmol) in DMSO (23 mL). The mixture was stirred at room temperature for 2 hours, then partitioned between ethyl acetate and water. The aqueous layer was extracted twice with ethyl acetate. The combined organic layers were washed with brine, dried over sodium sulphate, filtered and concentrated under reduced pressure. The residue was chromatographed over silic... Reactants: C(CCC)N1C(CCC1)=O (n-butylpyrrolidone), C(C1=CC=CC=C1)(=O)Cl (benzoyl chloride), Cl (hydrochloric acid), [OH-].[Na+] (sodium hydroxide). Solvent: O (water). Yields the product C(C1=CC=CC=C1)(=O)N(CCCC(=O)O)CCCC (N-benzoyl-4-(n-butyl)aminobutyric acid). Yield: 47.1%. RXN SMILES: [CH2:1]([N:5]1[CH2:9][CH2:8][CH2:7][C:6]1=[O:10])[CH2:2][CH2:3][CH3:4].[C:11](Cl)(=[O:18])[C:12]1[CH:17]=[CH:16][CH:15]=[CH:14][CH:13]=1.Cl.[OH-:21].[Na+]>O>[C:11]([N:5]([CH2:1][CH2:2][CH2:3][CH3:4])[CH2:9][CH2:8][CH2:7][C:6]([OH:10])=[O:21])(=[O:18])[C:12]1[CH:17]=[CH:16][CH:15]=[CH:14][CH:13]=1 |f:3.4|. Procedure details: 15.5 g of n-butylpyrrolidone is heated for 20 hours under reflux in a mixture of 15 g of sodium hydroxide in 100 ml of water. Into the solution (which is cooled to 0° and vigorously agitated) there is slowly introduced (drop by drop) 23.1 g of benzoyl chloride, which is then stirred for a further 5 hours; while further cooling, 5 N hydrochloric acid is added until the reaction mixture becomes acid. The precipitated deposit, which still contains benzoic acid, is separated and recrystallized sever...